Dataset: the Open Reaction Database (ORD), a public repository of structured organic reaction records. Task: describe an organic reaction: reactants, conditions, products, and yield Starting materials: C1(CC1)NC(C1=CC(=C(C(=C1)N1C(C(=NC=C1)NC(C)(C)C1=C(C=CC=C1)O)=O)C)F)=O (N-cyclopropyl-3-fluoro-5-[3-[[1-(2-hydroxyphenyl)-1-methylethyl]amino]-2-oxo-1(2H)-pyrazinyl]-4-methyl-benzamide), [N+](=O)([O-])C=1C=C(C=CC1)S(=O)(=O)OC[C@H]1OC1 ((S)-oxiran-2-ylmethyl 3-nitrobenzenesulfonate). Yields the product C1(CC1)NC(C1=CC(=C(C(=C1)N1C(C(=NC=C1)NC(C)(C1=C(C=CC=C1)OC[C@H]1OC1)C)=O)C)F)=O (N-Cyclopropyl-3-fluoro-4-methyl-5-[3-({1-methyl-1-[2-(2S)-(oxiran-2-ylmethoxy)phenyl]ethyl}amino)-2-oxopyrazin-1(2H)-yl]benzamide). As a reaction SMILES: [CH:1]1([NH:4][C:5](=[O:32])[C:6]2[CH:11]=[C:10]([N:12]3[CH:17]=[CH:16][N:15]=[C:14]([NH:18][C:19]([C:22]4[CH:27]=[CH:26][CH:25]=[CH:24][C:23]=4[OH:28])([CH3:21])[CH3:20])[C:13]3=[O:29])[C:9]([CH3:30])=[C:8]([F:31])[CH:7]=2)[CH2:3][CH2:2]1.[N+](C1C=C(S(O[CH2:46][C@@H:47]2[CH2:49][O:48]2)(=O)=O)C=CC=1)([O-])=O>>[CH:1]1([NH:4][C:5](=[O:32])[C:6]2[CH:11]=[C:10]([N:12]3[CH:17]=[CH:16][N:15]=[C:14]([NH:18][C:19]([CH3:20])([C:22]4[CH:27]=[CH:26][CH:25]=[CH:24][C:23]=4[O:28][CH2:46][C@@H:47]4[CH2:49][O:48]4)[CH3:21])[C:13]3=[O:29])[C:9]([CH3:30])=[C:8]([F:31])[CH:7]=2)[CH2:2][CH2:3]1. Reported procedure: The subtitle compound was prepared using a similar method to Example 299a from N-cyclopropyl-3-fluoro-5-[3-[[1-(2-hydroxyphenyl)-1-methylethyl]amino]-2-oxo-1(2H)-pyrazinyl]-4-methyl-benzamide (Example 252j) and (S)-oxiran-2-ylmethyl 3-nitrobenzenesulfonate. Starting materials: C1CCOC1, CC(C)[Si](OCC(C)(C)c1cc(NC(=O)C(C)(C)S(=O)(=O)CCC2CCOCC2)no1)(C(C)C)C(C)C, CCCC[N+](CCCC)(CCCC)CCCC, [Cl-], [F-], [NH4+]. Product: CC(C)(CO)c1cc(NC(=O)C(C)(C)S(=O)(=O)CCC2CCOCC2)no1. Reaction SMILES: [CH2:56]1[O:57][CH2:58][CH2:59][CH2:60]1.[CH3:1][C:2]([CH2:3][O:4][Si:5]([CH:6]([CH3:7])[CH3:8])([CH:9]([CH3:10])[CH3:11])[CH:12]([CH3:13])[CH3:14])([CH3:15])[c:16]1[cH:17][c:18]([NH:21][C:22]([C:23]([CH3:24])([S:25](=[O:26])(=[O:27])[CH2:28][CH2:29][CH:30]2[CH2:31][CH2:32][O:33][CH2:34][CH2:35]2)[CH3:36])=[O:37])[n:19][o:20]1.[CH3:39][CH2:40][CH2:41][CH2:42][N+:43]([CH2:44][CH2:45][CH2:46][CH3:47])([CH2:48][CH2:49][CH2:50][CH3:51])[CH2:52][CH2:53][CH2:54][CH3:55].[Cl-:61].[F-:38].[NH4+:62]>>[CH3:1][C:2]([CH2:3][OH:4])([CH3:15])[c:16]1[cH:17][c:18]([NH:21][C:22]([C:23]([CH3:24])([S:25](=[O:26])(=[O:27])[CH2:28][CH2:29][CH:30]2[CH2:31][CH2:32][O:33][CH2:34][CH2:35]2)[CH3:36])=[O:37])[n:19][o:20]1. The reactants are FC(C=1C=C(C(=O)N2CCC3(C(NCN3C3=CC=CC=C3)=O)CC2)C=C(C1)C(F)(F)F)(F)F (8-(3,5-bis-trifluoromethyl-benzoyl)-1-phenyl-1,3,8-triaza-spiro[4.5]decan-4-one). The solvent is ClCC(=O)N(C)C (2-chlor-N,N-dimethyacetamide), COCCOC (1,2-dimethoxyethane). The product is FC(C=1C=C(C(=O)N2CCC3(C(N(CN3C3=CC=CC=C3)CC(=O)N(C)C)=O)CC2)C=C(C1)C(F)(F)F)(F)F (2-[8-(3,5-Bis-trifluoromethyl-benzoyl)-4-oxo-1-phenyl-1,3,8-triaza-spiro[4.5]dec-3-yl]-N,N-dimethyl-acetamide). Reaction SMILES: [F:1][C:2]([F:33])([F:32])[C:3]1[CH:4]=[C:5]([CH:25]=[C:26]([C:28]([F:31])([F:30])[F:29])[CH:27]=1)[C:6]([N:8]1[CH2:24][CH2:23][C:11]2([N:15]([C:16]3[CH:21]=[CH:20][CH:19]=[CH:18][CH:17]=3)[CH2:14][NH:13][C:12]2=[O:22])[CH2:10][CH2:9]1)=[O:7]>ClCC(N(C)C)=O.COCCOC>[F:33][C:2]([F:1])([F:32])[C:3]1[CH:4]=[C:5]([CH:25]=[C:26]([C:28]([F:31])([F:30])[F:29])[CH:27]=1)[C:6]([N:8]1[CH2:9][CH2:10][C:11]2([N:15]([C:16]3[CH:17]=[CH:18][CH:19]=[CH:20][CH:21]=3)[CH2:14][N:13]([CH2:5][C:6]([N:8]([CH3:24])[CH3:9])=[O:7])[C:12]2=[O:22])[CH2:23][CH2:24]1)=[O:7]. Procedure details: The title compound, MS: m/e=557.2 (M+H+), was prepared in accordance with the general method of example 4 from 8-(3,5-bis-trifluoromethyl-benzoyl)-1-phenyl-1,3,8-triaza-spiro[4.5]decan-4-one and 2-chlor-N,N-dimethyacetamide in 1,2-dimethoxyethane as solvent. Reactants: [Na].OC1=C(C=CC(=C1CCC)COC1=CC=C(C=C1)C1=NN=NN1)C(C)=O (1-[2-Hydroxy-3-propyl-4-((4-(1H-tetrazol-5-yl)phenoxy)methyl)phenyl]ethanone sodium salt), C([O-])([O-])=O.[K+].[K+] (potassium carbonate), BrCCCBr (1,3-dibromopropane), CCC(=O)C (MEK). Run in C(C)(=O)OCC (ethyl acetate). Conditions: time 8 hour. The product is C(C)(=O)C1=C(C(=C(C=C1)COC1=CC=C(C=C1)C=1N=NN(N1)CCCBr)CCC)O (5-[(4-((4-Acetyl-3-hydroxy-2-propylphenyl)methoxy)phenyl)]-2-(3-bromopropyl)-2H-tetrazole). Yield: 81.3%. As a reaction SMILES: [Na].[OH:2][C:3]1[C:8]([CH2:9][CH2:10][CH3:11])=[C:7]([CH2:12][O:13][C:14]2[CH:19]=[CH:18][C:17]([C:20]3[NH:24][N:23]=[N:22][N:21]=3)=[CH:16][CH:15]=2)[CH:6]=[CH:5][C:4]=1[C:25](=[O:27])[CH3:26].[Br:28][CH2:29][CH2:30][CH2:31]Br.CCC(C)=O.C(=O)([O-])[O-].[K+].[K+]>C(OCC)(=O)C>[C:25]([C:4]1[CH:5]=[CH:6][C:7]([CH2:12][O:13][C:14]2[CH:19]=[CH:18][C:17]([C:20]3[N:21]=[N:22][N:23]([CH2:31][CH2:30][CH2:29][Br:28])[N:24]=3)=[CH:16][CH:15]=2)=[C:8]([CH2:9][CH2:10][CH3:11])[C:3]=1[OH:2])(=[O:27])[CH3:26] |f:0.1,4.5.6,^1:0|. Procedure details: 1-[2-Hydroxy-3-propyl-4-((4-(1H-tetrazol-5-yl)phenoxy)methyl)phenyl]ethanone sodium salt (5 g, 0.013 mol), 1,3-dibromopropane (3.5 g, 0.18 mol), and MEK (50 ml) were combined potassium carbonate (4.15 g, 0.025 mol) potassium was added and the reaction mixture was stirred at room temperature overnight. The reaction solution was concentrated under reduced pressure. The volume of the concentrate was doubled by the addition of water and the resultant solution was extracted with ethyl acetate (3×). T... Starting materials: [OH-].[Na+] (sodium hydroxide), ClC1=NC2=CC=CC=C2C(=N1)N1CCOCC1 (2-chloro-4-morpholinoquinazoline), C(CN)N (ethylenediamine), C(C)O (ethanol). Run in O (water). Yields the product Cl.Cl.NCCNC1=NC2=CC=CC=C2C(=N1)N1CCOCC1 (2-(2-aminoethylamino)-4-morpholinoquinazoline dihydrochloride). As a reaction SMILES: [Cl:1][C:2]1[N:11]=[C:10]([N:12]2[CH2:17][CH2:16][O:15][CH2:14][CH2:13]2)[C:9]2[C:4](=[CH:5][CH:6]=[CH:7][CH:8]=2)[N:3]=1.[CH2:18]([NH2:21])[CH2:19][NH2:20].C(O)C.[OH-].[Na+]>O>[ClH:1].[ClH:1].[NH2:20][CH2:19][CH2:18][NH:21][C:2]1[N:11]=[C:10]([N:12]2[CH2:17][CH2:16][O:15][CH2:14][CH2:13]2)[C:9]2[C:4](=[CH:5][CH:6]=[CH:7][CH:8]=2)[N:3]=1 |f:3.4,6.7.8|. Procedure: A mixture of 4 g of 2-chloro-4-morpholinoquinazoline, 5 ml of ethylenediamine, and 10 ml. of ethanol was heated at reflux overnight. The reaction mixture was diluted with 200 ml of water made alkaline with 15 ml of 50 percent aqueous sodium hydroxide solution, and extracted with one liter of ether. The ether extract was washed with water, dried over anhydrous sodium sulfate, filtered, and evaporated. The residue was dissolved in 500 ml of ether and treated with excess hydrogen chloride. The crud... Starting materials: O=C([O-])[O-], CC1CCNC(C)CC1, CC#N, [Cl-], Clc1cc(Cl)ncn1, Cl, [K+], [K+], [NH4+]. Product: CC1CCC(C)N(c2cc(Cl)ncn2)CC1. As a reaction SMILES: [C:9](=[O:10])([O-:11])[O-:12].[CH3:16][CH:17]1[NH:18][CH2:19][CH2:20][CH:21]([CH3:24])[CH2:22][CH2:23]1.[CH3:27][C:28]#[N:29].[Cl-:25].[Cl:1][c:2]1[n:3][cH:4][n:5][c:6]([Cl:8])[cH:7]1.[ClH:15].[K+:13].[K+:14].[NH4+:26]>>[c:2]1([N:18]2[CH:17]([CH3:16])[CH2:23][CH2:22][CH:21]([CH3:24])[CH2:20][CH2:19]2)[n:3][cH:4][n:5][c:6]([Cl:8])[cH:7]1. The reactants are N1CCCC1 (pyrrolidine), CC(=O)O (AcOH), NaHB(OAc)3, [OH-].[Na+] (NaOH), ClC1=CC=C(C=C1)C=1SC=2C(N(C=CC2N1)C1=CC(=C(C=C1)CCC=O)OC)=O (3-{4-[2-(4-chloro-phenyl)-4-oxo-4H-thiazolo[5,4-c]pyridin-5-yl]-2-methoxy-phenyl}-propionaldehyde). The solvent is ClCCCl (1,2-dichloroethane). Conditions: time 1 hour. The product is ClC1=CC=C(C=C1)C=1SC=2C(N(C=CC2N1)C1=CC(=C(C=C1)CCCN1CCCC1)OC)=O (2-(4-Chloro-phenyl)-5-[3-methoxy-4-(3-pyrrolidin-1-yl-propyl)-phenyl]-5H-thiazolo[5,4-c]pyridin-4-one). Isolated yield 71.0%. Reaction SMILES: [Cl:1][C:2]1[CH:7]=[CH:6][C:5]([C:8]2[S:9][C:10]3[C:11](=[O:29])[N:12]([C:17]4[CH:22]=[CH:21][C:20]([CH2:23][CH2:24][CH:25]=O)=[C:19]([O:27][CH3:28])[CH:18]=4)[CH:13]=[CH:14][C:15]=3[N:16]=2)=[CH:4][CH:3]=1.[NH:30]1[CH2:34][CH2:33][CH2:32][CH2:31]1.CC(O)=O.[OH-].[Na+]>ClCCCl>[Cl:1][C:2]1[CH:7]=[CH:6][C:5]([C:8]2[S:9][C:10]3[C:11](=[O:29])[N:12]([C:17]4[CH:22]=[CH:21][C:20]([CH2:23][CH2:24][CH2:25][N:30]5[CH2:34][CH2:33][CH2:32][CH2:31]5)=[C:19]([O:27][CH3:28])[CH:18]=4)[CH:13]=[CH:14][C:15]=3[N:16]=2)=[CH:4][CH:3]=1 |f:3.4|. Reported procedure: Dissolve 3-{4-[2-(4-chloro-phenyl)-4-oxo-4H-thiazolo[5,4-c]pyridin-5-yl]-2-methoxy-phenyl}-propionaldehyde (94 mg, 0.22 mmol) in 1,2-dichloroethane (2.2 mL) and add pyrrolidine (20 μL, 0.24 mmol), AcOH (19 μL, 0.33 mmol), and NaHB(OAc)3 (70 mg, 0.33 mmol). Stir the yellow solution at room temperature for 1 h, then add 1N NaOH (5 mL), and extract the mixture with CH2Cl2 (2×10 mL). Combine the organic portions, then dry, filter, and concentrate. Purify the crude material by flash chromatography, u... Reaction SMILES: [F:1][C:2]([c:3]1[cH:4][c:5]([NH:9][C:10](=[O:11])[NH:12][c:13]2[c:14]([OH:22])[cH:15][c:16]([N+:19]([O-:20])=[O:21])[cH:17][cH:18]2)[cH:6][cH:7][cH:8]1)([F:23])[F:24].[O:25]1[CH2:26][CH2:27][CH2:28][CH2:29]1>>[F:1][C:2]([c:3]1[cH:4][c:5]([NH:9][C:10](=[O:11])[NH:12][c:13]2[c:14]([OH:22])[cH:15][c:16]([NH2:19])[cH:17][cH:18]2)[cH:6][cH:7][cH:8]1)([F:23])[F:24]. The reactants are O=C(Nc1cccc(C(F)(F)F)c1)Nc1ccc([N+](=O)[O-])cc1O, C1CCOC1. Product: Nc1ccc(NC(=O)Nc2cccc(C(F)(F)F)c2)c(O)c1.